From a dataset of the Open Reaction Database (ORD), a public repository of structured organic reaction records. describe an organic reaction: reactants, conditions, products, and yield The reactants are C(C)OC1=C(C=CC=C1)B(O)O (2-ethoxyphenylboronic acid), C([O-])([O-])=O.[Na+].[Na+] (sodium carbonate), NC1=NC=NC(=C1)Cl (4-amino-6-chloropyrimidine). The reagents and catalysts are C=1C=CC(=CC1)[P](C=2C=CC=CC2)(C=3C=CC=CC3)[Pd]([P](C=4C=CC=CC4)(C=5C=CC=CC5)C=6C=CC=CC6)([P](C=7C=CC=CC7)(C=8C=CC=CC8)C=9C=CC=CC9)[P](C=1C=CC=CC1)(C=1C=CC=CC1)C=1C=CC=CC1 (tetrakis(triphenylphosphine)palladium(0)). Solvent: O1CCOCC1 (1,4-dioxane). The product is C(C)OC1=C(C=CC=C1)C1=CC(=NC=N1)N (6-(2-ethoxy-phenyl)-pyrimidin-4-ylamine). The yield is 96.9%. As a reaction SMILES: [CH2:1]([O:3][C:4]1[CH:9]=[CH:8][CH:7]=[CH:6][C:5]=1B(O)O)[CH3:2].C(=O)([O-])[O-].[Na+].[Na+].[NH2:19][C:20]1[CH:25]=[C:24](Cl)[N:23]=[CH:22][N:21]=1>O1CCOCC1.C1C=CC([P]([Pd]([P](C2C=CC=CC=2)(C2C=CC=CC=2)C2C=CC=CC=2)([P](C2C=CC=CC=2)(C2C=CC=CC=2)C2C=CC=CC=2)[P](C2C=CC=CC=2)(C2C=CC=CC=2)C2C=CC=CC=2)(C2C=CC=CC=2)C2C=CC=CC=2)=CC=1>[CH2:1]([O:3][C:4]1[CH:9]=[CH:8][CH:7]=[CH:6][C:5]=1[C:24]1[N:23]=[CH:22][N:21]=[C:20]([NH2:19])[CH:25]=1)[CH3:2] |f:1.2.3,^1:36,38,57,76|. Reported procedure: To a solution of 2-ethoxyphenylboronic acid (II) (1.73 g, 10.4 mmol) in 30 ml of 1,4-dioxane 10 ml of saturated aqueous sodium carbonate solution were added. Argon gas was purged for 10 min at room temperature. 6-Chloro-pyrimidin-4-ylamine (I) (1.50 g, 11.5 mmol) and tetrakis(triphenylphosphine)palladium(0) (0.66 g, 0.57 mmol) were added to the reaction mixture simultaneously and argon gas was bubbled in for another 5 min. The reaction mixture was heated to reflux for 12 hours. After completion ... Reactants: C(C)NC1=C(C=CC(=C1)OC)C1CC=2C=CC(=CC2CC1)OC(C(C)(C)C)=O (pivalic acid 6-(2-ethylamino-4-methoxyphenyl)-5,6,7,8-tetrahydronaphthalen-2-yl ester), CN1CCC(CC1)OC1=CC=C(C=O)C=C1 (4-(1-methylpiperidin-4-yloxy)benzaldehyde), C(C)N(C1=C(C=CC(=C1)OC)C1CC=2C=CC(=CC2CC1)OC(C(C)(C)C)=O)CC1=CC=C(C=C1)OC1CCN(CC1)C (pivalic acid 6-{2-{ethyl[4-(1-methylpiperidin-4-yloxy)benzyl]amino}-4-methoxyphenyl}-5,6,7,8-tetrahydronaphthalen-2-yl ester). The product is C(C)N(C1=C(C=CC(=C1)OC)C1CC=2C=CC(=CC2CC1)O)CC1=CC=C(C=C1)OC1CCN(CC1)C (6-{2-{Ethyl[4-(1-methylpiperidin-4-yloxy)benzyl]amino}-4-methoxyphenyl}-5,6,7,8-tetrahydronaphthalen-2-ol). The yield is 61.7%. Reaction SMILES: C(NC1C=C(OC)C=CC=1C1CCC2C=C(OC(=O)C(C)(C)C)C=CC=2C1)C.CN1CCC(OC2C=CC(C=O)=CC=2)CC1.[CH2:45]([N:47]([CH2:73][C:74]1[CH:79]=[CH:78][C:77]([O:80][CH:81]2[CH2:86][CH2:85][N:84]([CH3:87])[CH2:83][CH2:82]2)=[CH:76][CH:75]=1)[C:48]1[CH:53]=[C:52]([O:54][CH3:55])[CH:51]=[CH:50][C:49]=1[CH:56]1[CH2:65][CH2:64][C:63]2[CH:62]=[C:61]([O:66]C(=O)C(C)(C)C)[CH:60]=[CH:59][C:58]=2[CH2:57]1)[CH3:46]>>[CH2:45]([N:47]([CH2:73][C:74]1[CH:75]=[CH:76][C:77]([O:80][CH:81]2[CH2:86][CH2:85][N:84]([CH3:87])[CH2:83][CH2:82]2)=[CH:78][CH:79]=1)[C:48]1[CH:53]=[C:52]([O:54][CH3:55])[CH:51]=[CH:50][C:49]=1[CH:56]1[CH2:65][CH2:64][C:63]2[CH:62]=[C:61]([OH:66])[CH:60]=[CH:59][C:58]=2[CH2:57]1)[CH3:46]. Procedure: Synthesized from pivalic acid 6-(2-ethylamino-4-methoxyphenyl)-5,6,7,8-tetrahydronaphthalen-2-yl ester and 4-(1-methylpiperidin-4-yloxy)benzaldehyde according to an analogous synthetic method to Example 212, pivalic acid 6-{2-{ethyl[4-(1-methylpiperidin-4-yloxy)benzyl]amino}-4-methoxyphenyl}-5,6,7,8-tetrahydronaphthalen-2-yl ester (70 mg) was used according to an analogous synthetic method to Example 217 to provide the title compound (37 mg). Reaction SMILES: [C:1]([O:2][C:6](=[O:3])[NH:7][c:8]1[c:9](-[c:24]2[c:25]([CH3:31])[cH:26][c:27]([F:30])[cH:28][cH:29]2)[c:10]2[c:11]([n:12][cH:13]1)[n:14]([CH2:17][c:18]1[cH:19][cH:20][cH:21][cH:22][cH:23]1)[n:15][cH:16]2)([CH3:4])([CH3:5])[CH3:32].[H-:34].[I:35][CH3:36].[Na+:33].[O:37]=[CH:38][N:39]([CH3:40])[CH3:41]>>[CH3:6][NH:7][c:8]1[c:9](-[c:24]2[c:25]([CH3:31])[cH:26][c:27]([F:30])[cH:28][cH:29]2)[c:10]2[c:11]([n:12][cH:13]1)[n:14]([CH2:17][c:18]1[cH:19][cH:20][cH:21][cH:22][cH:23]1)[n:15][cH:16]2. Yields the product CNc1cnc2c(cnn2Cc2ccccc2)c1-c1ccc(F)cc1C. The reactants are Cc1cc(F)ccc1-c1c(NC(=O)OC(C)(C)C)cnc2c1cnn2Cc1ccccc1, [H-], CI, [Na+], CN(C)C=O. Procedure: The title compound was prepared in analogy to Example 17, step 17.1, starting from [(2R)-oxiranylmethyl]-carbamic acid benzyl ester (5.17 g; prepared according to WO 2004/002973) and (S)-3-aminoethylpyrrolidine-1-carboxylic acid tert-butyl ester (5.00 g; commercial) in MeCN (120 mL), affording a colourless oil (6.4 g; 63% yield). As a reaction SMILES: [CH2:1]([O:8][C:9](=[O:15])[NH:10][CH2:11][C@@H:12]1[CH2:14][O:13]1)[C:2]1[CH:7]=[CH:6][CH:5]=[CH:4][CH:3]=1.[C:16]([O:20][C:21]([N:23]1[CH2:27][CH2:26][C@H:25]([CH2:28]CN)[CH2:24]1)=[O:22])([CH3:19])([CH3:18])[CH3:17].CC#[N:33]>>[C:16]([O:20][C:21]([N:23]1[CH2:27][CH2:26][C@@H:25]([CH2:28][NH:33][CH2:14][C@H:12]([OH:13])[CH2:11][NH:10][C:9]([O:8][CH2:1][C:2]2[CH:7]=[CH:6][CH:5]=[CH:4][CH:3]=2)=[O:15])[CH2:24]1)=[O:22])([CH3:17])([CH3:18])[CH3:19]. Product: C(C)(C)(C)OC(=O)N1C[C@@H](CC1)CNC[C@@H](CNC(=O)OCC1=CC=CC=C1)O ((S)-3-[((S)-3-benzyloxycarbonylamino-2-hydroxy-propylamino)-methyl]-pyrrolidine-1-carboxylic acid tert-butyl ester). The yield is 63.0%. Starting materials: C(C1=CC=CC=C1)OC(NC[C@H]1OC1)=O ([(2R)-oxiranylmethyl]-carbamic acid benzyl ester), C(C)(C)(C)OC(=O)N1C[C@H](CC1)CCN ((S)-3-aminoethylpyrrolidine-1-carboxylic acid tert-butyl ester), CC#N (MeCN). The reactants are ClCCl, COc1cc(C)c(S(=O)(=O)N2CCCCC2COCC(=O)O)c(C)c1, CCN(C(C)C)C(C)C, O=C(O)C(F)(F)F, On1nnc2ccccc21, CC(C)(C)OC(=O)N1CCC(OCCN2CCCC2)(c2ccncc2)CC1. Yields the product COc1cc(C)c(S(=O)(=O)N2CCCCC2COCC(=O)N2CCC(OCCN3CCCC3)(c3ccncc3)CC2)c(C)c1. RXN SMILES: [CH2:79]([Cl:80])[Cl:81].[CH3:20][O:21][c:22]1[cH:23][c:24]([CH3:44])[c:25]([S:29](=[O:30])(=[O:31])[N:32]2[CH:33]([CH2:38][O:39][CH2:40][C:41](=[O:42])[OH:43])[CH2:34][CH2:35][CH2:36][CH2:37]2)[c:26]([CH3:28])[cH:27]1.[CH:1]([N:2]([CH2:3][CH3:4])[CH:5]([CH3:6])[CH3:7])([CH3:8])[CH3:9].[F:72][C:73]([F:74])([F:75])[C:76]([OH:77])=[O:78].[OH:10][n:11]1[c:12]2[c:13]([cH:14][cH:15][cH:16][cH:17]2)[n:18][n:19]1.[n:45]1[cH:46][cH:47][c:48]([C:51]2([O:64][CH2:65][CH2:66][N:67]3[CH2:68][CH2:69][CH2:70][CH2:71]3)[CH2:52][CH2:53][N:54]([C:57]([O:58][C:59]([CH3:60])([CH3:61])[CH3:62])=[O:63])[CH2:55][CH2:56]2)[cH:49][cH:50]1>>[CH3:20][O:21][c:22]1[cH:23][c:24]([CH3:44])[c:25]([S:29](=[O:30])(=[O:31])[N:32]2[CH:33]([CH2:38][O:39][CH2:40][C:41](=[O:43])[N:54]3[CH2:53][CH2:52][C:51]([c:48]4[cH:47][cH:46][n:45][cH:50][cH:49]4)([O:64][CH2:65][CH2:66][N:67]4[CH2:68][CH2:69][CH2:70][CH2:71]4)[CH2:56][CH2:55]3)[CH2:34][CH2:35][CH2:36][CH2:37]2)[c:26]([CH3:28])[cH:27]1. Reactants: COC(C1=C(C=C(C=C1)C1=C(C(=NC=C1)CC)C#CC=1C(=NC(=CC1)N)CC)F)=O (4-[3-(6-Amino-2-ethyl-pyridin-3-ylethynyl)-2-ethyl-pyridin-4-yl]-2-fluoro-benzoic acid methyl ester), [OH-].[Na+] (NaOH). The solvent is O (water), C1CCOC1 (THF). Yields the product NC1=CC=C(C(=N1)CC)C#CC=1C(=NC=CC1C1=CC(=C(C(=O)O)C=C1)F)CC (4-[3-(6-Amino-2-ethyl-pyridin-3-ylethynyl)-2-ethyl-pyridin-4-yl]-2-fluoro-benzoic acid). Reaction SMILES: C[O:2][C:3](=[O:30])[C:4]1[CH:9]=[CH:8][C:7]([C:10]2[CH:15]=[CH:14][N:13]=[C:12]([CH2:16][CH3:17])[C:11]=2[C:18]#[C:19][C:20]2[C:21]([CH2:27][CH3:28])=[N:22][C:23]([NH2:26])=[CH:24][CH:25]=2)=[CH:6][C:5]=1[F:29].[OH-].[Na+]>C1COCC1.O>[NH2:26][C:23]1[N:22]=[C:21]([CH2:27][CH3:28])[C:20]([C:19]#[C:18][C:11]2[C:12]([CH2:16][CH3:17])=[N:13][CH:14]=[CH:15][C:10]=2[C:7]2[CH:8]=[CH:9][C:4]([C:3]([OH:30])=[O:2])=[C:5]([F:29])[CH:6]=2)=[CH:25][CH:24]=1 |f:1.2|. Reported procedure: The title compound is synthesized according to general procedure GP4 starting from 944 mg (2.34 mmol) 4-[3-(6-Amino-2-ethyl-pyridin-3-ylethynyl)-2-ethyl-pyridin-4-yl]-2-fluoro-benzoic acid methyl ester (A-43) using 3.5 mL (3.5 mmoL) 1N NaOH in 25 mL THF. The reaction mixture is diluted with water and the product extracted with DCM. The organic phase is separated and the solvent removed under reduced pressure. The crude product is used without further purification. Yield: 945 mg (>100%). Reactants: C(C(=C)C)(=O)OCCCC (butyl methacrylate), CN(CC(CN)(C)C)C (N,N,2,2-tetramethylpropane-1,3-diamine), OP(=O)(O)O (H3PO4), C1(O)=CC=C(O)C=C1 (hydroquinone). The product is CN(CC(CNC(C(=C)C)=O)(C)C)C (N-(3-dimethylamino-2,2-dimethylpropyl)-methacrylic acid amide). Isolated yield 60.0%. Reaction SMILES: [C:1]([O:6]CCCC)(=O)[C:2]([CH3:4])=[CH2:3].[CH3:11][N:12]([CH3:19])[CH2:13][C:14]([CH3:18])([CH3:17])[CH2:15][NH2:16].OP(O)(O)=O.C1(C=CC(O)=CC=1)O>>[CH3:11][N:12]([CH3:19])[CH2:13][C:14]([CH3:18])([CH3:17])[CH2:15][NH:16][C:1](=[O:6])[C:2]([CH3:4])=[CH2:3]. Procedure details: 426 g (3 mols) of butyl methacrylate, 390 g (3 mols) of N,N,2,2-tetramethylpropane-1,3-diamine, 29.4 g (0.3 mol) of H3PO4, and 2 g of hydroquinone were warmed for 2 hours at 220° C. N-(3-dimethylamino-2,2-dimethylpropyl)-methacrylic acid amide was formed in this way. Yield: 60% (selectivity: 94% calculated on the reacted butyl methacrylate). The reactants are C(C1=CC=CC=C1)N1CCC(CC1)NC1C(CCCC1)[N+](=O)[O-] (1-benzyl-4-(2-nitro-cyclohexylamino)-piperidine), [H][H] (hydrogen). Reagents/catalysts: [Ni] (Raney-nickel). Solvent: C(C)O (ethanol). The product is C(C1=CC=CC=C1)N1CCC(CC1)NC1C(CCCC1)N (1-benzyl-4-(2-aminocyclohexylamino)-piperidine). Yield: 98.3%. As a reaction SMILES: [CH2:1]([N:8]1[CH2:13][CH2:12][CH:11]([NH:14][CH:15]2[CH2:20][CH2:19][CH2:18][CH2:17][CH:16]2[N+:21]([O-])=O)[CH2:10][CH2:9]1)[C:2]1[CH:7]=[CH:6][CH:5]=[CH:4][CH:3]=1.[H][H]>C(O)C.[Ni]>[CH2:1]([N:8]1[CH2:9][CH2:10][CH:11]([NH:14][CH:15]2[CH2:20][CH2:19][CH2:18][CH2:17][CH:16]2[NH2:21])[CH2:12][CH2:13]1)[C:2]1[CH:7]=[CH:6][CH:5]=[CH:4][CH:3]=1. Reported procedure: In this reference example, 1.0 g of 1-benzyl-4-(2-nitro-cyclohexylamino)-piperidine obtained in Reference Example 16 is dissolved in 25 ml of ethanol. Then, 1.0 g of a Raney-nickel catalyst is added thereto and the mixture is stirred at room temperature in the atmosphere of hydrogen under the atmospheric pressure. The stirring is ceased when the solution has absorbed the theoretical amount of hydrogen, and the reaction solution is filtered. The filtrate is concentrated. Consequently, 0.89 g of 1... The reactants are CC(=O)O[BH-](OC(C)=O)OC(C)=O, CC(=O)O, CCOC(=O)c1ccc2[nH]c(NCC3CCNCC3)nc2c1, CO, CN(C)C=O, O=Cc1cc(Cl)cc(Cl)c1O, [Na+]. Product: CCOC(=O)c1ccc2[nH]c(NCC3CCN(Cc4cc(Cl)cc(Cl)c4O)CC3)nc2c1. As a reaction SMILES: [C:12]([O:13][BH-:14]([O:15][C:16](=[O:17])[CH3:18])[O:19][C:20](=[O:21])[CH3:22])(=[O:23])[CH3:24].[C:50]([OH:51])(=[O:52])[CH3:53].[CH2:26]([CH3:27])[O:28][C:29](=[O:30])[c:31]1[cH:32][c:33]2[c:34]([nH:35][c:36]([NH:38][CH2:39][CH:40]3[CH2:41][CH2:42][NH:43][CH2:44][CH2:45]3)[n:37]2)[cH:46][cH:47]1.[CH3:48][OH:49].[CH3:54][N:55]([CH3:56])[CH:57]=[O:58].[Cl:1][c:2]1[c:3]([OH:11])[c:4]([CH:5]=[O:6])[cH:7][c:8]([Cl:10])[cH:9]1.[Na+:25]>>[Cl:1][c:2]1[c:3]([OH:11])[c:4]([CH2:5][N:43]2[CH2:42][CH2:41][CH:40]([CH2:39][NH:38][c:36]3[nH:35][c:34]4[c:33]([cH:32][c:31]([C:29]([O:28][CH2:26][CH3:27])=[O:30])[cH:47][cH:46]4)[n:37]3)[CH2:45][CH2:44]2)[cH:7][c:8]([Cl:10])[cH:9]1. Reactants: O=c1c(CO)cn(C2CCCC2)c2cc(NC3CCCCC3)c(F)cc12, ClCCl, CC(C)OC(=O)N=NC(=O)OC(C)C, O, O=C(OCc1ccccc1)C(O)Cc1ccccc1, c1ccc(P(c2ccccc2)c2ccccc2)cc1. Yields the product O=C(OCc1ccccc1)C(Cc1ccccc1)Oc1cn(C2CCCC2)c2cc(NC3CCCCC3)c(F)cc2c1=O. RXN SMILES: [CH:53]1([NH:59][c:60]2[c:61]([F:78])[cH:62][c:63]3[c:64](=[O:77])[c:65]([CH2:75][OH:76])[cH:66][n:67]([CH:70]4[CH2:71][CH2:72][CH2:73][CH2:74]4)[c:68]3[cH:69]2)[CH2:54][CH2:55][CH2:56][CH2:57][CH2:58]1.[Cl:80][CH2:81][Cl:82].[O:1]=[C:2]([O:3][CH:4]([CH3:5])[CH3:6])[N:7]=[N:8][C:9]([O:10][CH:11]([CH3:12])[CH3:13])=[O:14].[OH2:79].[OH:15][CH:16]([C:17](=[O:18])[O:19][CH2:20][c:21]1[cH:22][cH:23][cH:24][cH:25][cH:26]1)[CH2:27][c:28]1[cH:29][cH:30][cH:31][cH:32][cH:33]1.[c:34]1([P:35]([c:36]2[cH:37][cH:38][cH:39][cH:40][cH:41]2)[c:42]2[cH:43][cH:44][cH:45][cH:46][cH:47]2)[cH:48][cH:49][cH:50][cH:51][cH:52]1>>[O:15]([CH:16]([C:17](=[O:18])[O:19][CH2:20][c:21]1[cH:22][cH:23][cH:24][cH:25][cH:26]1)[CH2:27][c:28]1[cH:29][cH:30][cH:31][cH:32][cH:33]1)[c:65]1[c:64](=[O:77])[c:63]2[cH:62][c:61]([F:78])[c:60]([NH:59][CH:53]3[CH2:54][CH2:55][CH2:56][CH2:57][CH2:58]3)[cH:69][c:68]2[n:67]([CH:70]2[CH2:71][CH2:72][CH2:73][CH2:74]2)[cH:66]1.